This data is from the Open Reaction Database (ORD), a public repository of structured organic reaction records. The task is: describe an organic reaction: reactants, conditions, products, and yield The reactants are OC1=C(C=CC=C1)C=1C2=C(N(N1)C)C=CS2 (3-(2-hydroxyphenyl)-1-methyl-1H-thieno[3,2-c]pyrazole), C(Br)C1CO1 (epibromohydrin), C([O-])([O-])=O.[K+].[K+] (potassium carbonate), C(C)#N (acetonitrile), C(Br)C1CO1 (epibromohydrin). Solvent: CN(C=O)C (dimethylformamide), CCCCCC.C(C)(=O)OCC (hexane ethyl acetate). The product is O1C2=C(C=CC(=C21)OC)C=2C1=C(N(N2)C)C=CS1 (3-[2-Epoxymethoxyphenyl]-1-methyl-1H-thieno[3,2-c]pyrazole). RXN SMILES: [OH:1][C:2]1[CH:7]=[CH:6][CH:5]=[CH:4][C:3]=1[C:8]1[C:9]2[S:16][CH:15]=[CH:14][C:10]=2[N:11]([CH3:13])[N:12]=1.C(C1[O:21][CH2:20]1)Br.C(=O)([O-])[O-].[K+].[K+].C(#N)C>CN(C)C=O.CCCCCC.C(OCC)(=O)C>[O:1]1[C:7]2[C:2]1=[C:3]([C:8]1[C:9]3[S:16][CH:15]=[CH:14][C:10]=3[N:11]([CH3:13])[N:12]=1)[CH:4]=[CH:5][C:6]=2[O:21][CH3:20] |f:2.3.4,7.8|. Procedure details: A mixture of 14 g of 3-(2-hydroxyphenyl)-1-methyl-1H-thieno[3,2-c]pyrazole, 10 g of epibromohydrin, 5 g of potassium carbonate and 75 ml of acetonitrile was stirred under nitrogen at 70°-80° C. After 16 hours of stirring, thin layer chromatography (1:1 hexane/ethyl acetate) showed residual starting material. Therefore, 2 g of epibromohydrin and 10 ml of dimethylformamide were added and the mixture was stirred overnight at 92° C., and thereafter quenched, extracted with ether/ethyl acetate (1:1),... The reactants are [N+](=O)([O-])C=C1N(CCN1)CC1COCC1 (2-(nitromethylene)-1-((tetrahydrofuran-3-yl)methyl)imidazolidine), C(CCCC=O)=O (glutaraldehyde), Cl (HCl). Run in C(C)#N (acetonitrile). The product is [N+](=O)([O-])C1=C2N(C3CCCC1O3)CCN2CC2COCC2 (10-nitro-1-((tetrahydrofuran-3-yl)methyl)-1,2,3,5,6,7,8,9-octahydro-5,9-epoxyimidazo[1,2-a]azocine). Isolated yield 36.0%. RXN SMILES: [N+:1]([CH:4]=[C:5]1[NH:9][CH2:8][CH2:7][N:6]1[CH2:10][CH:11]1[CH2:15][CH2:14][O:13][CH2:12]1)([O-:3])=[O:2].[CH:16](=[O:22])[CH2:17][CH2:18][CH2:19][CH:20]=O.Cl>C(#N)C>[N+:1]([C:4]1[CH:16]2[O:22][CH:20]([CH2:19][CH2:18][CH2:17]2)[N:9]2[CH2:8][CH2:7][N:6]([CH2:10][CH:11]3[CH2:15][CH2:14][O:13][CH2:12]3)[C:5]=12)([O-:3])=[O:2]. Procedure: To a 50 ml round bottom flask was added 1.065 g (0.005 mol) 2-(nitromethylene)-1-((tetrahydrofuran-3-yl)methyl)imidazolidine, 30 ml acetonitrile, 3 ml 25% glutaraldehyde aqueous solution and catalytic concentrated HCl. The reaction was stirred at r.t. and monitored by TLC. After completion, the mixture was evaporated to remove solvent and purified by column chromatography to afford final product as yellow powder with 36% yield.